From a dataset of the Open Reaction Database (ORD), a public repository of structured organic reaction records. describe an organic reaction: reactants, conditions, products, and yield Starting materials: Clc1cccc(OCc2ccccc2)c1CBr, O=C([O-])[O-], O=C(Nc1cc[nH]n1)c1c(F)cccc1F, [K+], [K+], CN(C)C=O. The product is O=C(Nc1ccn(Cc2c(Cl)cccc2OCc2ccccc2)n1)c1c(F)cccc1F. Reaction SMILES: [Br:23][CH2:24][c:25]1[c:26]([Cl:39])[cH:27][cH:28][cH:29][c:30]1[O:31][CH2:32][c:33]1[cH:34][cH:35][cH:36][cH:37][cH:38]1.[C:17](=[O:18])([O-:19])[O-:20].[F:1][c:2]1[c:3]([C:4](=[O:5])[NH:6][c:7]2[n:8][nH:9][cH:10][cH:11]2)[c:12]([F:16])[cH:13][cH:14][cH:15]1.[K+:21].[K+:22].[O:40]=[CH:41][N:42]([CH3:43])[CH3:44]>>[F:1][c:2]1[c:3]([C:4](=[O:5])[NH:6][c:7]2[n:8][n:9]([CH2:24][c:25]3[c:26]([Cl:39])[cH:27][cH:28][cH:29][c:30]3[O:31][CH2:32][c:33]3[cH:34][cH:35][cH:36][cH:37][cH:38]3)[cH:10][cH:11]2)[c:12]([F:16])[cH:13][cH:14][cH:15]1. The reactants are C1CCOC1, C[Si](C)(C)[N-][Si](C)(C)C, [Li+], O=P(Cl)(OCc1ccccc1)OCc1ccccc1, Cn1cc(C2=C(c3c[nH]c4ccccc34)C(=O)NC2=O)c2ccc([N+](=O)[O-])cc21. Yields the product Cn1cc(C2=C(c3cn(P(=O)(OCc4ccccc4)OCc4ccccc4)c4ccccc34)C(=O)NC2=O)c2ccc([N+](=O)[O-])cc21. As a reaction SMILES: [CH2:59]1[O:60][CH2:61][CH2:62][CH2:63]1.[CH3:30][Si:31]([N-:32][Si:33]([CH3:34])([CH3:35])[CH3:36])([CH3:37])[CH3:38].[Li+:39].[P:40](=[O:41])([O:42][CH2:43][c:44]1[cH:45][cH:46][cH:47][cH:48][cH:49]1)([O:50][CH2:51][c:52]1[cH:53][cH:54][cH:55][cH:56][cH:57]1)[Cl:58].[nH:1]1[cH:2][c:3]([C:10]2=[C:14]([c:15]3[cH:16][n:17]([CH3:27])[c:18]4[cH:19][c:20]([N+:24](=[O:25])[O-:26])[cH:21][cH:22][c:23]34)[C:13](=[O:28])[NH:12][C:11]2=[O:29])[c:4]2[cH:5][cH:6][cH:7][cH:8][c:9]12>>[n:1]1([P:40](=[O:41])([O:42][CH2:43][c:44]2[cH:45][cH:46][cH:47][cH:48][cH:49]2)[O:50][CH2:51][c:52]2[cH:53][cH:54][cH:55][cH:56][cH:57]2)[cH:2][c:3]([C:10]2=[C:14]([c:15]3[cH:16][n:17]([CH3:27])[c:18]4[cH:19][c:20]([N+:24](=[O:25])[O-:26])[cH:21][cH:22][c:23]34)[C:13](=[O:28])[NH:12][C:11]2=[O:29])[c:4]2[cH:5][cH:6][cH:7][cH:8][c:9]12. The reactants are [N+](=O)([O-])C=1C=C(C=CC1)NC1=C(C=O)C=CC=N1 (2-(3-nitrophenylamino)nicotinaldehyde), CC(CCCC(=O)OCC)C1=CC=NC=C1 (ethyl 5-methyl-5-(pyridin-4-yl)pentanoate), [Li+].CC(C)[N-]C(C)C (LDA). Product: [N+](=O)([O-])C=1C=C(C=CC1)N1C(C(=CC2=CC=CN=C12)CCC(C1=CC=NC=C1)C)=O (1-(3-nitrophenyl)-3-[3-methyl-3-(pyridin-4-yl)propyl]-1,8-naphthyridin-2(1H)-one). The yield is 37.0%. As a reaction SMILES: [N+:1]([C:4]1[CH:5]=[C:6]([NH:10][C:11]2[N:18]=[CH:17][CH:16]=[CH:15][C:12]=2[CH:13]=O)[CH:7]=[CH:8][CH:9]=1)([O-:3])=[O:2].[CH3:19][CH:20]([C:29]1[CH:34]=[CH:33][N:32]=[CH:31][CH:30]=1)[CH2:21][CH2:22][CH2:23][C:24](OCC)=[O:25].[Li+].CC([N-]C(C)C)C>>[N+:1]([C:4]1[CH:5]=[C:6]([N:10]2[C:11]3[C:12](=[CH:15][CH:16]=[CH:17][N:18]=3)[CH:13]=[C:23]([CH2:22][CH2:21][CH:20]([CH3:19])[C:29]3[CH:30]=[CH:31][N:32]=[CH:33][CH:34]=3)[C:24]2=[O:25])[CH:7]=[CH:8][CH:9]=1)([O-:3])=[O:2] |f:2.3|. Reported procedure: The procedure of Example 1 was repeated using 2-(3-nitrophenylamino)nicotinaldehyde (1.0 eq.), ethyl 5-methyl-5-(pyridin-4-yl)pentanoate (1.5 eq.; prepared in Synthetic Example 8) and LDA(1.5 eq.) to obtain 1-(3-nitrophenyl)-3-[3-methyl-3-(pyridin-4-yl)propyl]-1,8-naphthyridin-2(1H)-one (yield, 37%). The product was purified through flash column chromatography and recrystallization (mp 154–155° C./DMF). Run at time 1 hour. Yields the product C(C1=CC=CC=C1)NC(CN1C(CC1S(=O)C)=O)=O ((-)-N-benzyl-(4-methylsulphinyl-2-oxoazetidin-1-yl)acetamide). The reagents and catalysts are CC([O-])C.[Ti+4].CC([O-])C.CC([O-])C.CC([O-])C (titanium isopropoxide). Run in C1(=CC=CC=C1)C (toluene), C1(=CC=CC=C1)C (toluene). Procedure: 4RSR-(-)-N-Benzyl-(4-methylsulphinyl-2-oxoazetidin-1-yl )acetamide A solution of S(-)1,1'-bi-2-napthol (0.012 g, 4.2 μmol) in toluene (2 ml) was treated with titanium isopropoxide (0.012 g, 21 μmol) in water (6 mg, 0.033 mmol). The resulting mixture was stirred at room temperature for 1 h. A solution of (-)-N-Benzyl (4-methylthio-2-oxoazetidin-1-yl)acetamide (0.2 g, 0.76 mmol) in toluene was added. After 30 mins t-butylhydroperoxide (136 mg, 1.5 mmol) was added and the mixture stirred for 3h. Af... Reaction SMILES: O.[CH2:2]([NH:9][C:10](=[O:19])[CH2:11][N:12]1[CH:15]([S:16][CH3:17])[CH2:14][C:13]1=[O:18])[C:3]1[CH:8]=[CH:7][CH:6]=[CH:5][CH:4]=1.C([O:24]O)(C)(C)C>C1(C)C=CC=CC=1.CC(C)[O-].[Ti+4].CC(C)[O-].CC(C)[O-].CC(C)[O-]>[CH2:2]([NH:9][C:10](=[O:19])[CH2:11][N:12]1[CH:15]([S:16]([CH3:17])=[O:24])[CH2:14][C:13]1=[O:18])[C:3]1[CH:8]=[CH:7][CH:6]=[CH:5][CH:4]=1 |f:4.5.6.7.8|. The reactants are C(C1=CC=CC=C1)NC(CN1C(CC1SC)=O)=O ((-)-N-Benzyl (4-methylthio-2-oxoazetidin-1-yl)acetamide), 4RSR-(-)-N-Benzyl-(4-methylsulphinyl-2-oxoazetidin-1-yl )acetamide, S(-)1,1'-bi-2-napthol, O (water), C(C)(C)(C)OO (t-butylhydroperoxide). Reactants: ClC1=C(C(=O)OCC)C=CC(=C1)S(=O)(=O)C(C)(C)C (ethyl 2-chloro-4-(1,1-dimethylethylsulphonyl)-benzoate), [OH-].[Na+] (sodium hydroxide). Solvent: O (water), O (water). Product: ClC1=C(C(=O)O)C=CC(=C1)S(=O)(=O)C(C)(C)C (2-chloro-4-(1,1-dimethylethylsulphonyl)benzoic acid). Yield: 81.5%. RXN SMILES: [Cl:1][C:2]1[CH:12]=[C:11]([S:13]([C:16]([CH3:19])([CH3:18])[CH3:17])(=[O:15])=[O:14])[CH:10]=[CH:9][C:3]=1[C:4]([O:6]CC)=[O:5].[OH-].[Na+]>O>[Cl:1][C:2]1[CH:12]=[C:11]([S:13]([C:16]([CH3:19])([CH3:18])[CH3:17])(=[O:15])=[O:14])[CH:10]=[CH:9][C:3]=1[C:4]([OH:6])=[O:5] |f:1.2|. Procedure details: A mixture of ethyl 2-chloro-4-(1,1-dimethylethylsulphonyl)-benzoate (7.66 g) and sodium hydroxide (6.09 g) in water was stirred and heated at reflux for 2 hours. It was cooled, diluted with water and acidified to pH1. It was extracted with ethyl acetate, washed with water, dried (MgSO4) and filtered. The filtrate was evaporated to dryness to give 2-chloro-4-(1,1-dimethylethylsulphonyl)benzoic acid (5.67 g) as an off white solid mp 155.2°-156.8° C. Reactants: Cc1cc(Br)cc2cn[nH]c12, O=C([O-])O, C1CCCCC1, CN(C)C=O, [Li]C(C)CC, Cl, [H-], [Na+], [Na+], C1CCOC1. Yields the product Cc1cc(C=O)cc2cn[nH]c12. As a reaction SMILES: [Br:1][c:2]1[cH:3][c:4]2[cH:5][n:6][nH:7][c:8]2[c:9]([CH3:11])[cH:10]1.[C:26]([O-:27])(=[O:28])[OH:29].[CH2:19]1[CH2:20][CH2:21][CH2:22][CH2:23][CH2:24]1.[CH3:31][N:32]([CH3:33])[CH:34]=[O:35].[CH:14]([Li:15])([CH2:16][CH3:17])[CH3:18].[ClH:25].[H-:12].[Na+:13].[Na+:30].[O:36]1[CH2:37][CH2:38][CH2:39][CH2:40]1>>[c:2]1([CH:26]=[O:27])[cH:3][c:4]2[cH:5][n:6][nH:7][c:8]2[c:9]([CH3:11])[cH:10]1. Reactants: Cc1ccncc1C(=O)O, COc1ccc(CN(Cc2ccc(OC)cc2)c2ncc(-c3nc(N4CCOCC4)nc4c3CCN4)cn2)cc1, Cc1ccncc1N=C=O, NC(N)=O. Yields the product COc1ccc(CN(Cc2ccc(OC)cc2)c2ncc(-c3nc(N4CCOCC4)nc4c3CCN4C(=O)Nc3cnccc3C)cn2)cc1. RXN SMILES: [CH3:1][c:2]1[c:3]([C:4]([OH:5])=[O:6])[cH:7][n:8][cH:9][cH:10]1.[CH3:21][O:22][c:23]1[cH:24][cH:25][c:26]([CH2:27][N:28]([c:29]2[n:30][cH:31][c:32](-[c:35]3[c:36]4[c:37]([n:38][c:39]([N:41]5[CH2:42][CH2:43][O:44][CH2:45][CH2:46]5)[n:40]3)[NH:47][CH2:48][CH2:49]4)[cH:33][n:34]2)[CH2:50][c:51]2[cH:52][cH:53][c:54]([O:57][CH3:58])[cH:55][cH:56]2)[cH:59][cH:60]1.[N:11](=[C:12]=[O:13])[c:14]1[cH:15][n:16][cH:17][cH:18][c:19]1[CH3:20].[NH2:61][C:62](=[O:63])[NH2:64]>>[NH:11]([C:12](=[O:13])[N:47]1[c:37]2[c:36]([c:35](-[c:32]3[cH:31][n:30][c:29]([N:28]([CH2:27][c:26]4[cH:25][cH:24][c:23]([O:22][CH3:21])[cH:60][cH:59]4)[CH2:50][c:51]4[cH:52][cH:53][c:54]([O:57][CH3:58])[cH:55][cH:56]4)[n:34][cH:33]3)[n:40][c:39]([N:41]3[CH2:42][CH2:43][O:44][CH2:45][CH2:46]3)[n:38]2)[CH2:49][CH2:48]1)[c:14]1[cH:15][n:16][cH:17][cH:18][c:19]1[CH3:20]. Reactants: O (water), BrC1=NC=NC=C1N (4-bromopyrimidin-5-amine), CC(C)([O-])C.[Na+] (sodium tert-butoxide), ICCCC (1-iodobutane). Solvent: CC(=O)N(C)C (DMA). Reaction conditions: temperature 60 celsius. Yields the product BrC1=NC=NC=C1NCCCC (4-bromo-N-butylpyrimidin-5-amine). The yield is 22.7%. As a reaction SMILES: [Br:1][C:2]1[C:7]([NH2:8])=[CH:6][N:5]=[CH:4][N:3]=1.CC(C)([O-])C.[Na+].I[CH2:16][CH2:17][CH2:18][CH3:19].O>CC(N(C)C)=O>[Br:1][C:2]1[C:7]([NH:8][CH2:16][CH2:17][CH2:18][CH3:19])=[CH:6][N:5]=[CH:4][N:3]=1 |f:1.2|. Procedure: A mixture of 4-bromopyrimidin-5-amine (1 g, 5.75 mmol), sodium tert-butoxide (1.11 g, 11.5 mmol) and 1-iodobutane (1.11 g, 6.03 mmol) in DMA (15 mL) was heated at 60° C. for 15 hours. The mixture was poured into water and extracted with ethyl acetate. The acetate layer was washed with water, brine, dried with MgSO4, filtered, and concentrated under reduced pressure. The residue was purified by chromatography (hexanes-EtOAc 3:1) to afford 300 mg of the title compound. MS (ESI) m/z 230 (M+H)+. Starting materials: CCN=C=O, COC(=O)C=Cc1ccc2c(c1)C(=O)CC1(CCN(C(=O)OC(C)(C)C)CC1)O2, ClCCl. RXN SMILES: [CH2:1]([CH3:2])[N:3]=[C:4]=[O:5].[CH3:6][O:7][C:8]([CH:9]=[CH:10][c:11]1[cH:12][c:13]2[c:18]([cH:19][cH:20]1)[O:17][C:16]1([CH2:15][C:14]2=[O:33])[CH2:21][CH2:22][N:23]([C:26](=[O:27])[O:28][C:29]([CH3:30])([CH3:31])[CH3:32])[CH2:24][CH2:25]1)=[O:34].[Cl:35][CH2:36][Cl:37]>>[CH2:1]([CH3:2])[NH:3][C:26]([N:23]1[CH2:22][CH2:21][C:16]2([CH2:15][C:14](=[O:33])[c:13]3[cH:12][c:11]([CH:10]=[CH:9][C:8]([O:7][CH3:6])=[O:34])[cH:20][cH:19][c:18]3[O:17]2)[CH2:25][CH2:24]1)=[O:27]. Product: CCNC(=O)N1CCC2(CC1)CC(=O)c1cc(C=CC(=O)OC)ccc1O2.